describe an organic reaction: reactants, conditions, products, and yield From a dataset of the Open Reaction Database (ORD), a public repository of structured organic reaction records. Yields the product COC=Cc1ccc(C(C)C)cc1. Starting materials: [Li]CCCC, COC[P+](c1ccccc1)(c1ccccc1)c1ccccc1, CCOCC, CC(C)c1ccc(C=O)cc1, [Cl-], [Cl-], [Na+]. RXN SMILES: [CH2:24]([Li:25])[CH2:26][CH2:27][CH3:28].[CH3:2][O:3][CH2:4][P+:5]([c:6]1[cH:7][cH:8][cH:9][cH:10][cH:11]1)([c:12]1[cH:13][cH:14][cH:15][cH:16][cH:17]1)[c:18]1[cH:19][cH:20][cH:21][cH:22][cH:23]1.[CH3:42][CH2:43][O:44][CH2:45][CH3:46].[CH:29]([CH3:30])([CH3:31])[c:32]1[cH:33][cH:34][c:35]([CH:36]=[O:37])[cH:38][cH:39]1.[Cl-:1].[Cl-:41].[Na+:40]>>[CH3:2][O:3][CH:4]=[CH:36][c:35]1[cH:34][cH:33][c:32]([CH:29]([CH3:30])[CH3:31])[cH:39][cH:38]1. Starting materials: Cl.FC1=C(C=C2C(=CCC2=C1)CCN)OC (2-(6-fluoro-5-methoxy-1H-inden-3-yl)ethylamine hydrochloride), C(CCC)(=O)Cl (butyryl chloride). Yields the product Example 8, FC1=C(C=C2C(=CCC2=C1)CCNC(CCC)=O)OC (N-[2-(6-Fluoro-5-methoxy-1H-inden-3-yl)ethyl]butyramide). Yield: 80.0%. RXN SMILES: Cl.[F:2][C:3]1[CH:11]=[C:10]2[C:6]([C:7]([CH2:12][CH2:13][NH2:14])=[CH:8][CH2:9]2)=[CH:5][C:4]=1[O:15][CH3:16].[C:17](Cl)(=[O:21])[CH2:18][CH2:19][CH3:20]>>[F:2][C:3]1[CH:11]=[C:10]2[C:6]([C:7]([CH2:12][CH2:13][NH:14][C:17](=[O:21])[CH2:18][CH2:19][CH3:20])=[CH:8][CH2:9]2)=[CH:5][C:4]=1[O:15][CH3:16] |f:0.1|. Procedure details: Starting with 2-(6-fluoro-5-methoxy-1H-inden-3-yl)ethylamine hydrochloride and butyryl chloride, the title compound was synthesized in otherwise the same manner as Example 8 (yield 80%). The reactants are Cc1cccc(C#N)c1O, CC(=O)O, O, O=[N+]([O-])O. Product: Cc1cc([N+](=O)[O-])cc(C#N)c1O. Reaction SMILES: [C:1](#[N:2])[c:3]1[c:4]([OH:10])[c:5]([CH3:9])[cH:6][cH:7][cH:8]1.[CH3:16][C:17](=[O:18])[OH:19].[OH2:15].[OH:11][N+:12]([O-:13])=[O:14]>>[C:1](#[N:2])[c:3]1[c:4]([OH:10])[c:5]([CH3:9])[cH:6][c:7]([N+:12](=[O:11])[O-:13])[cH:8]1. Reactants: O=C([O-])[O-], N#Cc1cc(S(=O)(=O)Nc2ncns2)ccc1F, CS(C)=O, CCOC(C)=O, Cl, Oc1ccc(OC(F)(F)F)cc1I, [K+], [K+]. Product: N#Cc1cc(S(=O)(=O)Nc2ncns2)ccc1Oc1ccc(OC(F)(F)F)cc1I. As a reaction SMILES: [C:14](=[O:15])([O-:16])[O-:17].[C:20](#[N:21])[c:22]1[cH:23][c:24]([S:29](=[O:30])(=[O:31])[NH:32][c:33]2[n:34][cH:35][n:36][s:37]2)[cH:25][cH:26][c:27]1[F:28].[CH3:39][S:40]([CH3:41])=[O:42].[CH3:43][CH2:44][O:45][C:46](=[O:47])[CH3:48].[ClH:38].[I:1][c:2]1[c:3]([OH:13])[cH:4][cH:5][c:6]([O:8][C:9]([F:10])([F:11])[F:12])[cH:7]1.[K+:18].[K+:19]>>[I:1][c:2]1[c:3]([O:13][c:27]2[c:22]([C:20]#[N:21])[cH:23][c:24]([S:29](=[O:30])(=[O:31])[NH:32][c:33]3[n:34][cH:35][n:36][s:37]3)[cH:25][cH:26]2)[cH:4][cH:5][c:6]([O:8][C:9]([F:10])([F:11])[F:12])[cH:7]1. Starting materials: COC(C(C1=C(NN(C1=O)C1=CC=C(C=C1)C(C)C)C)(C(F)(F)F)O)=O (2,5-dihydro-α-hydroxy-1-(4-isopropylphenyl)-3-methyl-5-oxo-α-trifluoromethyl-1H-pyrazole-4-acetic acid methyl ester), S(=O)(Cl)Cl (thionyl chloride). Run in C1(=CC=CC=C1)C (toluene). The product is COC(C(C(F)(F)F)=C1C(=NN(C1=O)C1=CC=C(C=C1)C(C)C)C)=O (2-[1,5-dihydro-1-(4-isopropylphenyl)-3-methyl-5-oxo-4H-pyrazol-4-ylidene]-3,3,3-trifluoro-propanoic acid methyl ester), solid. As a reaction SMILES: [CH3:1][O:2][C:3](=[O:26])[C:4](O)([C:21]([F:24])([F:23])[F:22])[C:5]1[C:9](=[O:10])[N:8]([C:11]2[CH:16]=[CH:15][C:14]([CH:17]([CH3:19])[CH3:18])=[CH:13][CH:12]=2)[NH:7][C:6]=1[CH3:20].S(Cl)(Cl)=O>C1(C)C=CC=CC=1>[CH3:1][O:2][C:3](=[O:26])[C:4](=[C:5]1[C:9](=[O:10])[N:8]([C:11]2[CH:12]=[CH:13][C:14]([CH:17]([CH3:18])[CH3:19])=[CH:15][CH:16]=2)[N:7]=[C:6]1[CH3:20])[C:21]([F:23])([F:24])[F:22]. Procedure details: To a toluene solution (5 ml) of 2,5-dihydro-α-hydroxy-1-(4-isopropylphenyl)-3-methyl-5-oxo-α-trifluoromethyl-1H-pyrazole-4-acetic acid methyl ester (180 mg, 0.5 mmol), thionyl chloride (0.365 ml, 5.0 mmol) was added and the mixture was stirred under reflux for 3 hours. After concentrating the liquid reaction mixture under reduced pressure, the title compound was obtained as a reddish brown solid (171 mg). Starting materials: FC(C(=O)N1CCC2=C(C(C1)C)C=CC(=C2)OC)(F)F (N-trifluoroacetyl-7-methoxy-1-methyl-2,3,4,5-tetrahydro-1H-3-benzazepine), C(=O)([O-])[O-].[Ca+2] (CaCO3), ICl (ICl). The solvent is CO (methanol), CO (methanol). Reaction conditions: time 8 hour. The product is FC(C(=O)N1CCC2=C(C(C1)C)C=C(C(=C2)OC)I)(F)F (N-Trifluoroacetyl-8-iodo-7-methoxy-1-methyl-2,3,4,5-tetrahydro-1H-3-benzazepine). Isolated yield 71.4%. Reaction SMILES: [F:1][C:2]([F:20])([F:19])[C:3]([N:5]1[CH2:11][CH:10]([CH3:12])[C:9]2[CH:13]=[CH:14][C:15]([O:17][CH3:18])=[CH:16][C:8]=2[CH2:7][CH2:6]1)=[O:4].C([O-])([O-])=O.[Ca+2].[I:26]Cl>CO>[F:20][C:2]([F:1])([F:19])[C:3]([N:5]1[CH2:11][CH:10]([CH3:12])[C:9]2[CH:13]=[C:14]([I:26])[C:15]([O:17][CH3:18])=[CH:16][C:8]=2[CH2:7][CH2:6]1)=[O:4] |f:1.2|. Procedure: A solution of N-trifluoroacetyl-7-methoxy-1-methyl-2,3,4,5-tetrahydro-1H-3-benzazepine (1.50 g, 5.22 mmol) in methanol (70 mL) was treated with CaCO3 (1.06 g, 10.44 mmol) followed by a solution of ICl (1.70 g, 10.44 mmol) in methanol (10 mL), and stirred overnight at 20 C. The product mixture was filtered, concentrated, dissolved in EtOAc (200 mL), extracted twice with 5% aqueous sodium bisulfite (100 mL), once with brine (100 mL), dried with Na2SO4 and concentrated. Flash chromatography (15% Et...